From a dataset of the Open Reaction Database (ORD), a public repository of structured organic reaction records. describe an organic reaction: reactants, conditions, products, and yield Reactants: Cc1oc(-c2ccccc2)nc1CO, COC(=O)c1cccc(Cl)n1, [H-], [Na+], C1CCOC1, O. Product: COC(=O)c1cccc(OCc2nc(-c3ccccc3)oc2C)n1. Reaction SMILES: [CH3:3][c:4]1[c:5]([CH2:15][OH:16])[n:6][c:7](-[c:9]2[cH:10][cH:11][cH:12][cH:13][cH:14]2)[o:8]1.[Cl:17][c:18]1[cH:19][cH:20][cH:21][c:22]([C:24](=[O:25])[O:26][CH3:27])[n:23]1.[H-:1].[Na+:2].[O:29]1[CH2:30][CH2:31][CH2:32][CH2:33]1.[OH2:28]>>[CH3:3][c:4]1[c:5]([CH2:15][O:16][c:18]2[cH:19][cH:20][cH:21][c:22]([C:24](=[O:25])[O:26][CH3:27])[n:23]2)[n:6][c:7](-[c:9]2[cH:10][cH:11][cH:12][cH:13][cH:14]2)[o:8]1. The reactants are CC1=C(C=CC=C1)C1=C(C(NC2=CC3=C(C=C12)CCC3)=O)C(=O)OCC (ethyl 4-(2-methylphenyl)-2-oxo -1,2,7,8-tetrahydro-6H-cyclopenta[g]quinoline-3-carboxylate), C([O-])([O-])=O.[K+].[K+] (potassium carbonate), CN(C)C=O (DMF), CI (methyl iodide). Solvent: O (water). Run at time 10 hour. Yields the product CN1C(C(=C(C2=CC3=C(C=C12)CCC3)C3=C(C=CC=C3)C)C(=O)OCC)=O (ethyl 1-methyl-4-(2-methylphenyl)-2-oxo-l,2,7,8-tetrahydro-6H-cyclopenta [g]quinoline-3-carboxylate). The yield is 94.5%. RXN SMILES: [CH3:1][C:2]1[CH:7]=[CH:6][CH:5]=[CH:4][C:3]=1[C:8]1[C:17]2[C:12](=[CH:13][C:14]3[CH2:20][CH2:19][CH2:18][C:15]=3[CH:16]=2)[NH:11][C:10](=[O:21])[C:9]=1[C:22]([O:24][CH2:25][CH3:26])=[O:23].[C:27](=O)([O-])[O-].[K+].[K+].CN(C=O)C.CI>O>[CH3:27][N:11]1[C:12]2[C:17](=[CH:16][C:15]3[CH2:18][CH2:19][CH2:20][C:14]=3[CH:13]=2)[C:8]([C:3]2[CH:4]=[CH:5][CH:6]=[CH:7][C:2]=2[CH3:1])=[C:9]([C:22]([O:24][CH2:25][CH3:26])=[O:23])[C:10]1=[O:21] |f:1.2.3|. Procedure details: To a mixture of ethyl 4-(2-methylphenyl)-2-oxo -1,2,7,8-tetrahydro-6H-cyclopenta[g]quinoline-3-carboxylate (3.0 g), potassium carbonate (1.43 g) and DMF (30 ml) was added methyl iodide (0.65 ml) dropwise. The mixture was stirred at room temperature for 10 hours, after which water was added to the reaction mixture to give crystals of ethyl 1-methyl-4-(2-methylphenyl)-2-oxo-l,2,7,8-tetrahydro-6H-cyclopenta [g]quinoline-3-carboxylate (2.95 g, 94.6%). Recrystallization from ethyl ether-isopropyl eth... The reactants are CCN(C(C)C)C(C)C, C1COCCN1, CCCCC(CC)CO, Nc1nc(Cl)cc(Nc2ccc(Oc3ccnc4[nH]ccc34)c(F)c2)n1, CN(C)C=O. Product: Nc1nc(Nc2ccc(Oc3ccnc4[nH]ccc34)c(F)c2)cc(N2CCOCC2)n1. RXN SMILES: [CH2:27]([N:28]([CH:29]([CH3:30])[CH3:31])[CH:32]([CH3:33])[CH3:34])[CH3:35].[CH2:36]1[CH2:37][O:38][CH2:39][CH2:40][NH:41]1.[CH2:47]([CH:48]([CH2:49][CH2:50][CH2:51][CH3:52])[CH2:53][OH:54])[CH3:55].[Cl:1][c:2]1[cH:3][c:4]([NH:9][c:10]2[cH:11][c:12]([F:26])[c:13]([O:16][c:17]3[c:18]4[c:19]([n:20][cH:21][cH:22]3)[nH:23][cH:24][cH:25]4)[cH:14][cH:15]2)[n:5][c:6]([NH2:8])[n:7]1.[O:42]=[CH:43][N:44]([CH3:45])[CH3:46]>>[c:2]1([N:41]2[CH2:36][CH2:37][O:38][CH2:39][CH2:40]2)[cH:3][c:4]([NH:9][c:10]2[cH:11][c:12]([F:26])[c:13]([O:16][c:17]3[c:18]4[c:19]([n:20][cH:21][cH:22]3)[nH:23][cH:24][cH:25]4)[cH:14][cH:15]2)[n:5][c:6]([NH2:8])[n:7]1. Reactants: C(C)O (Ethanol), [BH4-].[Na+] (Sodium borohydride), CN1N=CC(=C1C)C(C)=O (1-(1,5-Dimethyl-1H-pyrazol-4-yl)ethanone), C1(=CC=CC=C1)[C@@H](C)N ((R)-1-Phenylethylamine). The reagents and catalysts are CC([O-])C.CC([O-])C.CC([O-])C.CC([O-])C.[Ti+4] (Titanium tetraisopropoxide). Run in C1CCOC1 (THF). Reaction conditions: time 3 hour. Product: CN1N=CC(=C1C)[C@@H](C)N[C@H](C)C1=CC=CC=C1 ((1R)-1-(1,5-dimethyl-1H-pyrazol-4-yl)-N-[(1R)-1-phenylethyl]ethanamine). Isolated yield 40.5%. Reaction SMILES: [CH3:1][N:2]1[C:6]([CH3:7])=[C:5]([C:8](=O)[CH3:9])[CH:4]=[N:3]1.[C:11]1([C@H:17]([NH2:19])[CH3:18])[CH:16]=[CH:15][CH:14]=[CH:13][CH:12]=1.C(O)C.[BH4-].[Na+]>CC(C)[O-].CC(C)[O-].CC(C)[O-].CC(C)[O-].[Ti+4].C1COCC1>[CH3:1][N:2]1[C:6]([CH3:7])=[C:5]([C@H:8]([NH:19][C@@H:17]([C:11]2[CH:16]=[CH:15][CH:14]=[CH:13][CH:12]=2)[CH3:18])[CH3:9])[CH:4]=[N:3]1 |f:3.4,5.6.7.8.9|. Procedure details: 1-(1,5-Dimethyl-1H-pyrazol-4-yl)ethanone (J. Heterocyclic Chem. 1986, 23, 275-279, 4.82 g, 34.9 mmol) and (R)-1-Phenylethylamine (5.07 g, 41.9 mmol) in Titanium tetraisopropoxide (22.1 g, 77.7 mmol) were stirred at room temperature for 16 hours. Ethanol (30 ml) and THF (30 ml) were added at −20° C., then Sodium borohydride (3.96 g, 105 mmol) was added at −20° C. then the whole mixture was stirred for 3 h whilst warming to room temperature. The reaction was quenched with water (20 ml) and diluted... Starting materials: C(C)C1=CC=C(C=C1)C(C(C)(C)NC(C1=C(C=C(C=C1)C1=CN=C2N1C=C(C=C2)C=2C=NN(C2)C(C2=CC=CC=C2)(C2=CC=CC=C2)C2=CC=CC=C2)F)=O)O (N1-[2-(4-ethylphenyl)-2-hydroxy-1,1-dimethylethyl]-2-fluoro-4-[6-(1-trityl-1H-4-pyrazolyl)-imidazo[1,2-a]pyridin-3-yl] benzamide), CC(=O)OI1(C=2C=CC=CC2C(=O)O1)(OC(=O)C)OC(=O)C (Dess-Martin reagent), C([O-])(O)=O.[Na+] (sodium bicarbonate), S(=S)(=O)([O-])[O-].[Na+].[Na+] (sodium thiosulfate). Run in ClCCl (dichloromethane). Yields the product C(C)C1=CC=C(C=C1)C(C(C)(C)NC(C1=C(C=C(C=C1)C1=CN=C2N1C=C(C=C2)C=2C=NN(C2)C(C2=CC=CC=C2)(C2=CC=CC=C2)C2=CC=CC=C2)F)=O)=O (N1-[2-(4-Ethylphenyl)-1,1-dimethyl-2-oxoethyl]-2-fluoro-4-[6-(1-trityl-1H-4-pyrazolyl)imidazo[1,2-a]pyridin-3-yl] benzamide). The yield is 92.3%. Reaction SMILES: [CH2:1]([C:3]1[CH:8]=[CH:7][C:6]([CH:9]([OH:56])[C:10]([NH:13][C:14](=[O:55])[C:15]2[CH:20]=[CH:19][C:18]([C:21]3[N:25]4[CH:26]=[C:27]([C:30]5[CH:31]=[N:32][N:33]([C:35]([C:48]6[CH:53]=[CH:52][CH:51]=[CH:50][CH:49]=6)([C:42]6[CH:47]=[CH:46][CH:45]=[CH:44][CH:43]=6)[C:36]6[CH:41]=[CH:40][CH:39]=[CH:38][CH:37]=6)[CH:34]=5)[CH:28]=[CH:29][C:24]4=[N:23][CH:22]=3)=[CH:17][C:16]=2[F:54])([CH3:12])[CH3:11])=[CH:5][CH:4]=1)[CH3:2].CC(OI1(OC(C)=O)(OC(C)=O)OC(=O)C2C=CC=CC1=2)=O.C(=O)(O)[O-].[Na+].S([O-])([O-])(=O)=S.[Na+].[Na+]>ClCCl>[CH2:1]([C:3]1[CH:4]=[CH:5][C:6]([C:9](=[O:56])[C:10]([NH:13][C:14](=[O:55])[C:15]2[CH:20]=[CH:19][C:18]([C:21]3[N:25]4[CH:26]=[C:27]([C:30]5[CH:31]=[N:32][N:33]([C:35]([C:36]6[CH:37]=[CH:38][CH:39]=[CH:40][CH:41]=6)([C:42]6[CH:43]=[CH:44][CH:45]=[CH:46][CH:47]=6)[C:48]6[CH:53]=[CH:52][CH:51]=[CH:50][CH:49]=6)[CH:34]=5)[CH:28]=[CH:29][C:24]4=[N:23][CH:22]=3)=[CH:17][C:16]=2[F:54])([CH3:12])[CH3:11])=[CH:7][CH:8]=1)[CH3:2] |f:2.3,4.5.6|. Procedure details: 100 mg N1-[2-(4-ethylphenyl)-2-hydroxy-1,1-dimethylethyl]-2-fluoro-4-[6-(1-trityl-1H-4-pyrazolyl)-imidazo[1,2-a]pyridin-3-yl] benzamide obtained in Example 503 and 288 mg Dess-Martin reagent were stirred for 15 hours in dichloromethane. After an aqueous sodium bicarbonate solution and an aqueous sodium thiosulfate solution were added thereto, and the reaction solution was extracted with ethyl acetate and purified by NH silica gel chromatography, to give 92 mg of the title compound as colorless c...